From a dataset of the Open Reaction Database (ORD), a public repository of structured organic reaction records. describe an organic reaction: reactants, conditions, products, and yield The reactants are CCn1nc(-c2ccccc2)c(C(C)=O)c([N+](=O)[O-])c1=O, CCO, Nc1ccc([N+](=O)[O-])cn1. Yields the product CCn1nc(-c2ccccc2)c(C(C)=O)c(Nc2ccc([N+](=O)[O-])cn2)c1=O. As a reaction SMILES: [C:1]([CH3:2])(=[O:3])[c:4]1[c:5]([N+:19]([O-:20])=[O:21])[c:6](=[O:18])[n:7]([CH2:16][CH3:17])[n:8][c:9]1-[c:10]1[cH:11][cH:12][cH:13][cH:14][cH:15]1.[CH3:32][CH2:33][OH:34].[NH2:22][c:23]1[n:24][cH:25][c:26]([N+:29](=[O:30])[O-:31])[cH:27][cH:28]1>>[C:1]([CH3:2])(=[O:3])[c:4]1[c:5]([NH:19][c:23]2[n:24][cH:25][c:26]([N+:29](=[O:30])[O-:31])[cH:27][cH:28]2)[c:6](=[O:18])[n:7]([CH2:16][CH3:17])[n:8][c:9]1-[c:10]1[cH:11][cH:12][cH:13][cH:14][cH:15]1.